describe an organic reaction: reactants, conditions, products, and yield From a dataset of the Open Reaction Database (ORD), a public repository of structured organic reaction records. The reactants are BrBr (bromine), N1=CN=C(C=C1)NC(CO)CC (2-(4-Pyrimidinylamino)-1-butanol), [OH-].[Na+] (sodium hydroxide). The solvent is C(C)(=O)O (acetic acid). Reaction conditions: time 1 day. Product: BrC=1C(=NC=NC1)NC(CO)CC (2-[(5-Bromo-4-pyrimidinyl)amino]-1-butanol). Reaction SMILES: [N:1]1[CH:6]=[CH:5][C:4]([NH:7][CH:8]([CH2:11][CH3:12])[CH2:9][OH:10])=[N:3][CH:2]=1.[Br:13]Br.[OH-].[Na+]>C(O)(=O)C>[Br:13][C:5]1[C:4]([NH:7][CH:8]([CH2:11][CH3:12])[CH2:9][OH:10])=[N:3][CH:2]=[N:1][CH:6]=1 |f:2.3|. Procedure details: 2-(4-Pyrimidinylamino)-1-butanol (4.2 g) was dissolved in acetic acid (42 mL), and bromine (1.5 mL) was added dropwise at a normal temperature. After stirred for 1 day at the same temperature, the solution was neutralized with a 5N aqueous sodium hydroxide solution and extracted with ethyl acetate, and the solvent was evaporated. The resulting residue was purified by silica gel column chromatography (ethyl acetate:n-hexane=1.1) to give the title compound (4.4 g) as white crystals. Reactants: CCOC(=O)C(C)(C)Br, CC(C)CN=Cc1ccc(O)cc1, CCO, [H-], [Na+], [Na]. Product: CCOC(=O)C(C)(C)Oc1ccc(C=NCC(C)C)cc1. As a reaction SMILES: [Br:17][C:18]([C:19](=[O:20])[O:21][CH2:22][CH3:23])([CH3:24])[CH3:25].[CH2:4]([CH:5]([CH3:6])[CH3:7])[N:8]=[CH:9][c:10]1[cH:11][cH:12][c:13]([OH:16])[cH:14][cH:15]1.[CH3:26][CH2:27][OH:28].[H-:1].[Na+:2].[Na:3]>>[CH2:4]([CH:5]([CH3:6])[CH3:7])[N:8]=[CH:9][c:10]1[cH:11][cH:12][c:13]([O:16][C:18]([C:19](=[O:20])[O:21][CH2:22][CH3:23])([CH3:24])[CH3:25])[cH:14][cH:15]1. Starting materials: CCCO, Cc1c(N)cccc1C(F)F, O=C(O)c1cccnc1Cl, [K+], [OH-], O, Cc1ccc(S(=O)(=O)O)cc1. The product is Cc1c(Nc2ncccc2C(=O)O)cccc1C(F)F. As a reaction SMILES: [CH2:36]([OH:37])[CH2:38][CH3:39].[CH3:22][c:23]1[c:24]([NH2:25])[cH:26][cH:27][cH:28][c:29]1[CH:30]([F:31])[F:32].[Cl:1][c:2]1[c:3]([C:4](=[O:5])[OH:6])[cH:7][cH:8][cH:9][n:10]1.[K+:34].[OH-:33].[OH2:35].[c:11]1([CH3:12])[cH:13][cH:14][c:15]([S:16]([OH:17])(=[O:18])=[O:19])[cH:20][cH:21]1>>[c:2]1([NH:25][c:24]2[c:23]([CH3:22])[c:29]([CH:30]([F:31])[F:32])[cH:28][cH:27][cH:26]2)[c:3]([C:4](=[O:5])[OH:6])[cH:7][cH:8][cH:9][n:10]1. Reactants: COC(=O)COc1ccc(OCC#Cc2cc(C#CCN3CCCCC3)cc(C#CCN3CCCCC3)c2)cc1C, CCO, [Na+], [OH-]. The product is Cc1cc(OCC#Cc2cc(C#CCN3CCCCC3)cc(C#CCN3CCCCC3)c2)ccc1OCC(=O)O. Reaction SMILES: [CH3:1][O:2][C:3]([CH2:4][O:5][c:6]1[c:7]([CH3:40])[cH:8][c:9]([O:12][CH2:13][C:14]#[C:15][c:16]2[cH:17][c:18]([C:31]#[C:32][CH2:33][N:34]3[CH2:35][CH2:36][CH2:37][CH2:38][CH2:39]3)[cH:19][c:20]([C:22]#[C:23][CH2:24][N:25]3[CH2:26][CH2:27][CH2:28][CH2:29][CH2:30]3)[cH:21]2)[cH:10][cH:11]1)=[O:41].[CH3:42][CH2:43][OH:44].[Na+:46].[OH-:45]>>[O:2]=[C:3]([CH2:4][O:5][c:6]1[c:7]([CH3:40])[cH:8][c:9]([O:12][CH2:13][C:14]#[C:15][c:16]2[cH:17][c:18]([C:31]#[C:32][CH2:33][N:34]3[CH2:35][CH2:36][CH2:37][CH2:38][CH2:39]3)[cH:19][c:20]([C:22]#[C:23][CH2:24][N:25]3[CH2:26][CH2:27][CH2:28][CH2:29][CH2:30]3)[cH:21]2)[cH:10][cH:11]1)[OH:41]. The reactants are COc1ccc(N2CCNCC2)cc1, CCOC(=O)Nc1nc2cc(F)ccc2nc1OC. Yields the product COc1ccc(N2CCN(C(=O)Nc3nc4cc(F)ccc4nc3OC)CC2)cc1. As a reaction SMILES: [CH3:20][O:21][c:22]1[cH:23][cH:24][c:25]([N:28]2[CH2:29][CH2:30][NH:31][CH2:32][CH2:33]2)[cH:26][cH:27]1.[F:1][c:2]1[cH:3][c:4]2[n:5][c:6]([NH:14][C:15]([O:16][CH2:17][CH3:18])=[O:19])[c:7]([O:12][CH3:13])[n:8][c:9]2[cH:10][cH:11]1>>[F:1][c:2]1[cH:3][c:4]2[n:5][c:6]([NH:14][C:15](=[O:19])[N:31]3[CH2:30][CH2:29][N:28]([c:25]4[cH:24][cH:23][c:22]([O:21][CH3:20])[cH:27][cH:26]4)[CH2:33][CH2:32]3)[c:7]([O:12][CH3:13])[n:8][c:9]2[cH:10][cH:11]1.